Task: describe an organic reaction: reactants, conditions, products, and yield. Dataset: the Open Reaction Database (ORD), a public repository of structured organic reaction records Starting materials: O=C(O)COc1c(F)cc(F)cc1Br, CC(C)NNC(=O)c1ccccc1, CCN(C(C)C)C(C)C, CN(C)C=O. The product is CC(C)N(NC(=O)c1ccccc1)C(=O)COc1c(F)cc(F)cc1Br. Reaction SMILES: [Br:1][c:2]1[c:3]([O:4][CH2:5][C:6](=[O:7])[OH:8])[c:9]([F:14])[cH:10][c:11]([F:13])[cH:12]1.[CH:15]([CH3:16])([CH3:17])[NH:18][NH:19][C:20]([c:21]1[cH:22][cH:23][cH:24][cH:25][cH:26]1)=[O:27].[CH:28]([N:29]([CH:30]([CH3:31])[CH3:32])[CH2:33][CH3:34])([CH3:35])[CH3:36].[O:37]=[CH:38][N:39]([CH3:40])[CH3:41]>>[Br:1][c:2]1[c:3]([O:4][CH2:5][C:6](=[O:8])[N:18]([CH:15]([CH3:16])[CH3:17])[NH:19][C:20]([c:21]2[cH:22][cH:23][cH:24][cH:25][cH:26]2)=[O:27])[c:9]([F:14])[cH:10][c:11]([F:13])[cH:12]1. Reactants: C(C)(=O)N[C@H]1[C@@H](OCC2=CC=CC=C2)O[C@@H]([C@H]([C@@H]1OCC=C)O[C@H]1[C@@H]([C@@H](OCC2=CC=CC=C2)[C@H](OCC2=CC=CC=C2)[C@H](O1)COCC1=CC=CC=C1)NC(C)=O)COCC1=CC=CC=C1 (benzyl 2-acetamido-4-O-(2-acetamido-3,4,6-tri-O-benzyl-2-deoxy-β-D-glucopyranosyl)-3-O-allyl-6-O-benzyl-2-deoxy-α-D-glucopyranoside), N12CCN(CC1)CC2 (1,4-diazabicyclo[2.2.2] octane). Reagents/catalysts: [Rh]Cl.C1(=CC=CC=C1)P(C1=CC=CC=C1)C1=CC=CC=C1.C1(=CC=CC=C1)P(C1=CC=CC=C1)C1=CC=CC=C1.C1(=CC=CC=C1)P(C1=CC=CC=C1)C1=CC=CC=C1 (tris(triphenylphosphine) rhodium (I) chloride), [Rh] (rhodium). Solvent: ethanol-toluene water. Conditions: time 8 hour. Product: C(C)(=O)N[C@H]1[C@@H](OCC2=CC=CC=C2)O[C@@H]([C@H]([C@@H]1O)O[C@H]1[C@@H]([C@@H](OCC2=CC=CC=C2)[C@H](OCC2=CC=CC=C2)[C@H](O1)COCC1=CC=CC=C1)NC(C)=O)COCC1=CC=CC=C1 (benzyl 2-acetamido-4-O-(2-acetamido-3,4,6-tri-O-benzyl-2-deoxy-β-D-glucopyranosyl)-6-O-benzyl-2-deoxy-α-D-glucopyranoside). Reaction SMILES: [C:1]([NH:4][C@@H:5]1[C@@H:18]([O:19]CC=C)[C@H:17]([O:23][C@@H:24]2[O:45][C@H:44]([CH2:46][O:47][CH2:48][C:49]3[CH:54]=[CH:53][CH:52]=[CH:51][CH:50]=3)[C@@H:35]([O:36][CH2:37][C:38]3[CH:43]=[CH:42][CH:41]=[CH:40][CH:39]=3)[C@H:26]([O:27][CH2:28][C:29]3[CH:34]=[CH:33][CH:32]=[CH:31][CH:30]=3)[C@H:25]2[NH:55][C:56](=[O:58])[CH3:57])[C@@H:16]([CH2:59][O:60][CH2:61][C:62]2[CH:67]=[CH:66][CH:65]=[CH:64][CH:63]=2)[O:15][C@@H:6]1[O:7][CH2:8][C:9]1[CH:14]=[CH:13][CH:12]=[CH:11][CH:10]=1)(=[O:3])[CH3:2].N12CCN(CC1)CC2>[Rh].[Rh]Cl.C1(P(C2C=CC=CC=2)C2C=CC=CC=2)C=CC=CC=1.C1(P(C2C=CC=CC=2)C2C=CC=CC=2)C=CC=CC=1.C1(P(C2C=CC=CC=2)C2C=CC=CC=2)C=CC=CC=1>[C:1]([NH:4][C@@H:5]1[C@@H:18]([OH:19])[C@H:17]([O:23][C@@H:24]2[O:45][C@H:44]([CH2:46][O:47][CH2:48][C:49]3[CH:50]=[CH:51][CH:52]=[CH:53][CH:54]=3)[C@@H:35]([O:36][CH2:37][C:38]3[CH:43]=[CH:42][CH:41]=[CH:40][CH:39]=3)[C@H:26]([O:27][CH2:28][C:29]3[CH:30]=[CH:31][CH:32]=[CH:33][CH:34]=3)[C@H:25]2[NH:55][C:56](=[O:58])[CH3:57])[C@@H:16]([CH2:59][O:60][CH2:61][C:62]2[CH:63]=[CH:64][CH:65]=[CH:66][CH:67]=2)[O:15][C@@H:6]1[O:7][CH2:8][C:9]1[CH:14]=[CH:13][CH:12]=[CH:11][CH:10]=1)(=[O:3])[CH3:2] |f:3.4.5.6|. Reported procedure: To a solution of benzyl 2-acetamido-4-O-(2-acetamido-3,4,6-tri-O-benzyl-2-deoxy-β-D-glucopyranosyl)-3-O-allyl-6-O-benzyl-2-deoxy-α-D-glucopyranoside (597 mg, 0.65 mmol) in 7:3:1 (v/v/v) ethanol-toluene-water (25 ml) stirred at reflux temperature under an atmosphere of nitrogen are added 1,4-diazabicyclo[2.2.2] octane (75 mg, 0.67 mmol) and tris(triphenylphosphine) rhodium (I) chloride (50 mg). Two further additions of 50 mg of the rhodium catalyst are made at 90 minute intervals, and stirring at...